Task: describe an organic reaction: reactants, conditions, products, and yield. Dataset: the Open Reaction Database (ORD), a public repository of structured organic reaction records Starting materials: ClC1=C(CN(C(C)=O)OC)C=C(C(=C1)F)[N+](=O)[O-] (N-(2-chloro-4-fluoro-5-nitrobenzyl)-N-methoxyacetamide). The reagents and catalysts are [Pt]=O (platinum oxide). The solvent is C(C)(=O)O (acetic acid). Yields the product C(C)(=O)N(OC)CC=1C(=CC(=C(N)C1)F)Cl (5-[(N-acetyl-N-methoxyamino)methyl]-4-chloro-2-fluoroaniline). Isolated yield 99.3%. As a reaction SMILES: [Cl:1][C:2]1[CH:14]=[C:13]([F:15])[C:12]([N+:16]([O-])=O)=[CH:11][C:3]=1[CH2:4][N:5]([O:9][CH3:10])[C:6](=[O:8])[CH3:7]>C(O)(=O)C.[Pt]=O>[C:6]([N:5]([CH2:4][C:3]1[C:2]([Cl:1])=[CH:14][C:13]([F:15])=[C:12]([CH:11]=1)[NH2:16])[O:9][CH3:10])(=[O:8])[CH3:7]. Reported procedure: N-(2-chloro-4-fluoro-5-nitrobenzyl)-N-methoxyacetamide (1.1 g, 0.0040 mole) was hydrogenated with a small amount (0.1 g) of platinum oxide in 50 ml of acetic acid. The reaction mixture was filtered to leave a solution of 5-[(N-acetyl-N-methoxyamino)methyl]-4-chloro-2-fluoroaniline (0.98 g) dissolved in 50 ml of acetic acid.